Dataset: the Open Reaction Database (ORD), a public repository of structured organic reaction records. Task: describe an organic reaction: reactants, conditions, products, and yield Starting materials: C(Cl)Cl (methylene chloride), CN1CCN(CC1)C(=O)N(C)C1=CC=C(C=C1)SC=1C=C(C=CC1)C1(CCOCC1)OC (4-{3-[4-(((4-methylpiperazinyl)carbonyl)-N-methylamino)phenylthio]phenyl}-4-methoxytetrahydropyran), solution, Cl (HCl), O1CCOCC1 (dioxane). Solvent: CCOCC (ether). Conditions: time 1 hour. Product: Cl.CN1CCN(CC1)C(=O)N(C)C1=CC=C(C=C1)SC=1C=C(C=CC1)C1(CCOCC1)OC (4-{3-[4-(((4-methylpiperazinyl)carbonyl)-N-methylamino)phenylthio]phenyl}-4-methoxytetrahydropyran hydrochloride salt). Reaction SMILES: C(Cl)[Cl:2].[CH3:4][N:5]1[CH2:10][CH2:9][N:8]([C:11]([N:13]([C:15]2[CH:20]=[CH:19][C:18]([S:21][C:22]3[CH:23]=[C:24]([C:28]4([O:34][CH3:35])[CH2:33][CH2:32][O:31][CH2:30][CH2:29]4)[CH:25]=[CH:26][CH:27]=3)=[CH:17][CH:16]=2)[CH3:14])=[O:12])[CH2:7][CH2:6]1.Cl.O1CCOCC1>CCOCC>[ClH:2].[CH3:4][N:5]1[CH2:6][CH2:7][N:8]([C:11]([N:13]([C:15]2[CH:20]=[CH:19][C:18]([S:21][C:22]3[CH:23]=[C:24]([C:28]4([O:34][CH3:35])[CH2:33][CH2:32][O:31][CH2:30][CH2:29]4)[CH:25]=[CH:26][CH:27]=3)=[CH:17][CH:16]=2)[CH3:14])=[O:12])[CH2:9][CH2:10]1 |f:5.6|. Reported procedure: A methylene chloride (3 mL) solution of 4-{3-[4-(((4-methylpiperazinyl)carbonyl)-N-methylamino)phenylthio]phenyl}-4-methoxytetrahydropyran (132 mg, 0.29 mmol) was treated with a 4M solution of HCl in dioxane (7.3 mL, 0.29 mmol) and stirred at ambient temperature for 1 h. Addition of ether (20 mL) precipitated a colorless solid which was collected by filtration. The filter cake was washed thoroughly with ether and dried under vacuum to provide the title compound as a colorless solid. mp 154°-155°... The reactants are ClC1=CC=CC(=N1)C(=O)O (6-chloro-2-pyridinecarboxylic acid), OO (hydrogen peroxide). Solvent: FC(C(=O)O)(F)F (trifluoroacetic acid). Product: ClC=1C=CC=C([N+]1[O-])C(=O)O (6-Chloro-2-pyridinecarboxylic Acid 1-Oxide). Yield: 67.0%. RXN SMILES: [Cl:1][C:2]1[N:7]=[C:6]([C:8]([OH:10])=[O:9])[CH:5]=[CH:4][CH:3]=1.[OH:11]O>FC(F)(F)C(O)=O>[Cl:1][C:2]1[CH:3]=[CH:4][CH:5]=[C:6]([C:8]([OH:10])=[O:9])[N+:7]=1[O-:11]. Procedure details: To a solution of 6-chloro-2-pyridinecarboxylic acid (14.8 g, 0.093 mol, for preparation, see Delarge, II. Farmaco-Ed.Sc., 1967, 22, 1069) in trifluoroacetic acid (110 ml) was added 75 ml of 30% aqueous hydrogen peroxide solution. The mixture was heated to 60° for 2 hours, cooled to room temperature and poured onto ice water. The white precipitate was filtered and was washed well with water to yield 10.8 g (67%) of the title compound of this preparation. mp 168°-170° C. 1H NMR (CDCl3): δ 7.46 (1H... Starting materials: C(C)(C)(C)OC(=O)N1CC(CCC1)C1=CC=C(C=C1)Br (3-(4-bromophenyl)-piperidine-1-carboxylic acid tert-butyl ester), C(C)(C)(C)P(C1=C(C=CC=C1)C1=CC=CC=C1)C(C)(C)C (2-(di-t-butyl phosphino)biphenyl), CC(C)([O-])C.[Na+] (sodium t-butoxide), C1(CCCCC1)N (cyclohexylamine). Reagents/catalysts: C(C)(=O)[O-].[Pd+2].C(C)(=O)[O-] (palladium acetate). Solvent: C1(=CC=CC=C1)C (toluene). Conditions: temperature 90 celsius. The product is C(C)(C)(C)OC(=O)N1CC(CCC1)C1=CC=C(C=C1)NC1CCCCC1 (3-(4-cyclohexylaminophenyl)-piperidine-1-carboxylic acid tert-butyl ester). Isolated yield 80.0%. As a reaction SMILES: [C:1]([O:5][C:6]([N:8]1[CH2:13][CH2:12][CH2:11][CH:10]([C:14]2[CH:19]=[CH:18][C:17](Br)=[CH:16][CH:15]=2)[CH2:9]1)=[O:7])([CH3:4])([CH3:3])[CH3:2].C(P(C(C)(C)C)C1C=CC=CC=1C1C=CC=CC=1)(C)(C)C.CC(C)([O-])C.[Na+].[CH:48]1([NH2:54])[CH2:53][CH2:52][CH2:51][CH2:50][CH2:49]1>C1(C)C=CC=CC=1.C([O-])(=O)C.[Pd+2].C([O-])(=O)C>[C:1]([O:5][C:6]([N:8]1[CH2:13][CH2:12][CH2:11][CH:10]([C:14]2[CH:19]=[CH:18][C:17]([NH:54][CH:48]3[CH2:53][CH2:52][CH2:51][CH2:50][CH2:49]3)=[CH:16][CH:15]=2)[CH2:9]1)=[O:7])([CH3:4])([CH3:3])[CH3:2] |f:2.3,6.7.8|. Procedure: To a suspension of 3-(4-bromophenyl)-piperidine-1-carboxylic acid tert-butyl ester (8.0 g, 23.5 mmol), palladium acetate (210 mg, 0.94 mmol), 2-(di-t-butyl phosphino)biphenyl (560 mg, 1.88 mmol), and sodium t-butoxide (3.2 g, 33.3 mmol) in toluene (80 mL) was added cyclohexylamine (2.8 g, 28.2 mmol) at room temperature. After heating at 90° C. for 5 h, the resulting suspension was passed through a Celite column. The filtrate was concentrated under reduced pressure, and the residue was purified b... Reactants: BrC1=CN=C(C=2N1C=C(N2)CCC2=NC1=CC=CC=C1C=C2)N2CCOCC2 (4-(5-Bromo-2-(2-(quinolin-2-yl)ethyl)imidazo[1,2-a]pyrazin-8-yl)morpholine), COCCOCCOC1=CC=C(C=C1)B1OC(C(O1)(C)C)(C)C (2-(4-(2-(2-Methoxyethoxy)ethoxy)phenyl)-4,4,5,5-tetramethyl-1,3,2-dioxaborolane), C(=O)([O-])[O-].[Na+].[Na+] (Na2CO3). The reagents and catalysts are C1=CC=C(C=C1)P([C-]2C=CC=C2)C3=CC=CC=C3.C1=CC=C(C=C1)P([C-]2C=CC=C2)C3=CC=CC=C3.Cl[Pd]Cl.[Fe+2].C(Cl)Cl (PdCl2(dppf) DCM). Reaction conditions: temperature 90 celsius, time 5 hour. Product: COCCOCCOC1=CC=C(C=C1)C1=CN=C(C=2N1C=C(N2)CCC2=NC1=CC=CC=C1C=C2)N2CCOCC2 (4-(5-(4-(2-(2-methoxyethoxy)ethoxy)phenyl)-2-(2-(quinolin-2-yl)ethyl)imidazo[1,2-a]pyrazin-8-yl)morpholine). RXN SMILES: Br[C:2]1[N:7]2[CH:8]=[C:9]([CH2:11][CH2:12][C:13]3[CH:22]=[CH:21][C:20]4[C:15](=[CH:16][CH:17]=[CH:18][CH:19]=4)[N:14]=3)[N:10]=[C:6]2[C:5]([N:23]2[CH2:28][CH2:27][O:26][CH2:25][CH2:24]2)=[N:4][CH:3]=1.[CH3:29][O:30][CH2:31][CH2:32][O:33][CH2:34][CH2:35][O:36][C:37]1[CH:42]=[CH:41][C:40](B2OC(C)(C)C(C)(C)O2)=[CH:39][CH:38]=1.C([O-])([O-])=O.[Na+].[Na+]>C1C=CC(P(C2C=CC=CC=2)[C-]2C=CC=C2)=CC=1.C1C=CC(P(C2C=CC=CC=2)[C-]2C=CC=C2)=CC=1.Cl[Pd]Cl.[Fe+2].C(Cl)Cl>[CH3:29][O:30][CH2:31][CH2:32][O:33][CH2:34][CH2:35][O:36][C:37]1[CH:38]=[CH:39][C:40]([C:2]2[N:7]3[CH:8]=[C:9]([CH2:11][CH2:12][C:13]4[CH:22]=[CH:21][C:20]5[C:15](=[CH:16][CH:17]=[CH:18][CH:19]=5)[N:14]=4)[N:10]=[C:6]3[C:5]([N:23]3[CH2:28][CH2:27][O:26][CH2:25][CH2:24]3)=[N:4][CH:3]=2)=[CH:41][CH:42]=1 |f:2.3.4,5.6.7.8.9|. Procedure: A mixture of compound 3a (100 mg, 0.228 mmol), compound 85b (88.2 mg, 0.274 mmol), PdCl2(dppf)-DCM (5.6 mg, 0.0068 mmol), and Argon-degassed aqueous 2M Na2CO3 (0.570 mL, 1.14 mmol) in Argon-degassed 1,4-dioxane (4 mL) was further degassed with Argon for 2 min and then stirred at 90° C. for 5 h. After cooling to room temperature, the reaction mixture was concentrated under reduced pressure to a brown oil which was purified by flash column chromatography on silica gel (0-100% EtOAc-heptane, follow... The reactants are BrC=1C(=NC=C(C(=O)NC2=CC(=C(C=C2)SC(F)(F)F)F)C1)N1C[C@@H](CC1)O ((R)-5-bromo-N-(3-fluoro-4-((trifluoromethyl)thio)phenyl)-6-(3-hydroxypyrrolidin-1-yl)nicotinamide), FC=1C=C(C=NC1)B(O)O ((5-fluoropyridin-3-yl)boronic acid). Product: FC=1C=C(C=NC1)C=1C(=NC=C(C1)C(=O)NC1=CC(=C(C=C1)SC(F)(F)F)F)N1C[C@@H](CC1)O ((R)-5′-Fluoro-N-(3-fluoro-4-((trifluoromethyl)thio)phenyl)-2-(3-hydroxypyrrolidin-1-yl)-[3,3′-bipyridine]-5-carboxamide). As a reaction SMILES: Br[C:2]1[C:3]([N:23]2[CH2:27][CH2:26][C@@H:25]([OH:28])[CH2:24]2)=[N:4][CH:5]=[C:6]([CH:22]=1)[C:7]([NH:9][C:10]1[CH:15]=[CH:14][C:13]([S:16][C:17]([F:20])([F:19])[F:18])=[C:12]([F:21])[CH:11]=1)=[O:8].[F:29][C:30]1[CH:31]=[C:32](B(O)O)[CH:33]=[N:34][CH:35]=1>>[F:29][C:30]1[CH:31]=[C:32]([C:2]2[C:3]([N:23]3[CH2:27][CH2:26][C@@H:25]([OH:28])[CH2:24]3)=[N:4][CH:5]=[C:6]([C:7]([NH:9][C:10]3[CH:15]=[CH:14][C:13]([S:16][C:17]([F:19])([F:20])[F:18])=[C:12]([F:21])[CH:11]=3)=[O:8])[CH:22]=2)[CH:33]=[N:34][CH:35]=1. Reported procedure: The title compound was prepared in an analogous fashion to that described in Example 151 using (R)-5-bromo-N-(3-fluoro-4-((trifluoromethyl)thio)phenyl)-6-(3-hydroxypyrrolidin-1-yl)nicotinamide (Stage 205.1) and (5-fluoropyridin-3-yl)boronic acid to afford a yellow wax which slowly crystallized upon drying. UPLC-MS (Condition 3) tR=1.12 min, m/z=497.3 [M+H]+, m/z=495.3 [M−H]−; 1H-NMR (400 MHz, DMSO-d6) δ ppm 1.67-1.79 (m, 1H) 1.84 (qd, J=8.43, 4.33 Hz, 1H) 2.88 (d, J=11.42 Hz, 1H) 3.18-3.29 (m, 2... Starting materials: COC(=O)CBr, O=C([O-])[O-], CCP(=O)(O)c1cc(Oc2ncc(Cl)cc2Cl)ccc1[N+](=O)[O-], CCC(C)=O, [K+], [K+]. Product: CCP(=O)(OCC(=O)OC)c1cc(Oc2ncc(Cl)cc2Cl)ccc1[N+](=O)[O-]. As a reaction SMILES: [Br:30][CH2:31][C:32](=[O:33])[O:34][CH3:35].[C:24](=[O:25])([O-:26])[O-:27].[CH2:1]([CH3:2])[P:3]([OH:4])(=[O:5])[c:6]1[c:7]([N+:21](=[O:22])[O-:23])[cH:8][cH:9][c:10]([O:12][c:13]2[n:14][cH:15][c:16]([Cl:20])[cH:17][c:18]2[Cl:19])[cH:11]1.[CH3:36][C:37](=[O:38])[CH2:39][CH3:40].[K+:28].[K+:29]>>[CH2:1]([CH3:2])[P:3](=[O:4])([O:5][CH2:31][C:32](=[O:33])[O:34][CH3:35])[c:6]1[c:7]([N+:21](=[O:22])[O-:23])[cH:8][cH:9][c:10]([O:12][c:13]2[n:14][cH:15][c:16]([Cl:20])[cH:17][c:18]2[Cl:19])[cH:11]1. Reactants: C(CCCC)S(=O)(=O)C=1C=CC2=C(SC(=C2C(=O)C2=CC=C(C=C2)OCCN2CCCCC2)C2=CC=C(C=C2)S(=O)(=O)CCCCC)C1 ([6-(n-Pentylsulfonoyl)-2-[4-(n-pentylsulfonoyl)phenyl]benzo[b]thien-3-yl][4-[2-(1-piperidinyl)ethoxy]-phenyl] methanone), Cl (hydrochloric acid). The solvent is C(C)(=O)OCC (ethyl acetate). Product: Cl.C(CCCC)S(=O)(=O)C=1C=CC2=C(SC(=C2C(=O)C2=CC=C(C=C2)OCCN2CCCCC2)C2=CC=C(C=C2)S(=O)(=O)CCCCC)C1 ([6-(n-pentylsulfonoyl)-2-[4-(n-pentylsulfonoyl)phenyl]benzo[b]thien-3-yl][4-[2-(1-piperidinyl)ethoxy]-phenyl] methanone, Hydrochloride). Reaction SMILES: [CH2:1]([S:6]([C:9]1[CH:10]=[CH:11][C:12]2[C:16]([C:17]([C:19]3[CH:24]=[CH:23][C:22]([O:25][CH2:26][CH2:27][N:28]4[CH2:33][CH2:32][CH2:31][CH2:30][CH2:29]4)=[CH:21][CH:20]=3)=[O:18])=[C:15]([C:34]3[CH:39]=[CH:38][C:37]([S:40]([CH2:43][CH2:44][CH2:45][CH2:46][CH3:47])(=[O:42])=[O:41])=[CH:36][CH:35]=3)[S:14][C:13]=2[CH:48]=1)(=[O:8])=[O:7])[CH2:2][CH2:3][CH2:4][CH3:5].[ClH:49]>C(OCC)(=O)C>[ClH:49].[CH2:1]([S:6]([C:9]1[CH:10]=[CH:11][C:12]2[C:16]([C:17]([C:19]3[CH:20]=[CH:21][C:22]([O:25][CH2:26][CH2:27][N:28]4[CH2:33][CH2:32][CH2:31][CH2:30][CH2:29]4)=[CH:23][CH:24]=3)=[O:18])=[C:15]([C:34]3[CH:39]=[CH:38][C:37]([S:40]([CH2:43][CH2:44][CH2:45][CH2:46][CH3:47])(=[O:42])=[O:41])=[CH:36][CH:35]=3)[S:14][C:13]=2[CH:48]=1)(=[O:8])=[O:7])[CH2:2][CH2:3][CH2:4][CH3:5] |f:3.4|. Procedure: [6-(n-Pentylsulfonoyl)-2-[4-(n-pentylsulfonoyl)phenyl]benzo[b]thien-3-yl][4-[2-(1-piperidinyl)ethoxy]-phenyl] methanone (3.7 g) was dissolved in 25 ml of ethyl acetate and a solution of hydrochloric acid saturated diethyl ether was added. A precipitate formed and the liquid decanted off. The gummy solid was triturated with diethyl ether and dried in vacuo at room temperature to afford 2.12 g of the title compound as a white amorphous and hygroscopic solid. Starting materials: [Si](C)(C)(C(C)(C)C)O[C@H]1[C@@H](N(C(C1)=O)C1=C(C(=C(C#N)C=C1)Cl)C)CC (4-[(2S,3R)-3-(tert-butyldimethylsilyloxy)-2-ethyl-5-oxopyrrolidin-1-yl]-2-chloro-3-methylbenzonitrile), CO (methanol), Cl (hydrochloric acid), C(O)([O-])=O.[Na+] (sodium hydrogen carbonate). Solvent: O1CCCC1 (tetrahydrofuran). Conditions: time 18 hour. Product: ClC1=C(C#N)C=CC(=C1C)N1[C@H]([C@@H](CC1=O)O)CC (2-chloro-4-[(2S,3R)-2-ethyl-3-hydroxy-5-oxopyrrolidin-1-yl]-3-methylbenzonitrile). Isolated yield 49.3%. Reaction SMILES: [Si]([O:8][C@@H:9]1[CH2:13][C:12](=[O:14])[N:11]([C:15]2[CH:22]=[CH:21][C:18]([C:19]#[N:20])=[C:17]([Cl:23])[C:16]=2[CH3:24])[C@H:10]1[CH2:25][CH3:26])(C(C)(C)C)(C)C.CO.Cl.C(=O)([O-])O.[Na+]>O1CCCC1>[Cl:23][C:17]1[C:16]([CH3:24])=[C:15]([N:11]2[C:12](=[O:14])[CH2:13][C@@H:9]([OH:8])[C@@H:10]2[CH2:25][CH3:26])[CH:22]=[CH:21][C:18]=1[C:19]#[N:20] |f:3.4|. Procedure details: To a solution of 4-[(2S,3R)-3-(tert-butyldimethylsilyloxy)-2-ethyl-5-oxopyrrolidin-1-yl]-2-chloro-3-methylbenzonitrile (650 mg) in tetrahydrofuran (20 mL)-methanol (10 mL) was added 6 mol/L hydrochloric acid (10 mL), and the mixture was stirred at room temperature for 18 hr. Saturated aqueous sodium hydrogen carbonate was added to the reaction mixture, and the mixture was extracted with ethyl acetate. The extract was dried over anhydrous magnesium sulfate and concentrated under reduced pressure.... Starting materials: CO, CCc1cc(C2(C(=O)OC)CCCCC2)cs1, [Na+], [OH-]. Product: CCc1cc(C2(C(=O)O)CCCCC2)cs1. As a reaction SMILES: [CH3:20][OH:21].[CH3:3][O:4][C:5](=[O:6])[C:7]1([c:13]2[cH:14][s:15][c:16]([CH2:18][CH3:19])[cH:17]2)[CH2:8][CH2:9][CH2:10][CH2:11][CH2:12]1.[Na+:2].[OH-:1]>>[O:4]=[C:5]([OH:6])[C:7]1([c:13]2[cH:14][s:15][c:16]([CH2:18][CH3:19])[cH:17]2)[CH2:8][CH2:9][CH2:10][CH2:11][CH2:12]1. Starting materials: C1(C=CCCCC1)N (2-cycloheptenylamine), C1(CCC(=O)O1)=O (succinic anhydride), C(C)(=O)O (acetic acid). Solvent: CCOCC (ether). Yields the product C1(C=CCCCC1)N1C(CCC1=O)=O (N-(2-cycloheptenyl)succinimide). Yield: 61.0%. As a reaction SMILES: [CH:1]1([NH2:8])[CH2:7][CH2:6][CH2:5][CH2:4][CH:3]=[CH:2]1.[C:9]1(=O)[O:14][C:12](=[O:13])[CH2:11][CH2:10]1.C(O)(=O)C>CCOCC>[CH:1]1([N:8]2[C:12](=[O:13])[CH2:11][CH2:10][C:9]2=[O:14])[CH2:7][CH2:6][CH2:5][CH2:4][CH:3]=[CH:2]1. Reported procedure: A mixture of 2-cycloheptenylamine (1.01 g), succinic anhydride (1.0 g) and acetic acid (10 ml) was heated under reflux for 24 hours. After cooling, ether (20 ml) was added to the reaction mixture which was then washed with a saturated aqueous sodium hydrogencarbonate solution, water and a saturated aqueous sodium chloride solution in this order. The organic layer was dried over anhydrous magnesium sulfate and concentrated. The oily product thus obtained was purified by column chromatography on s...